From a dataset of the Open Reaction Database (ORD), a public repository of structured organic reaction records. describe an organic reaction: reactants, conditions, products, and yield The product is COC([O-])=O.C12(CC3CC(CC(C1)C3)C2)[N+](C)(C)C (1-adamantyltrimethylammonium methylcarbonate). Starting materials: [OH-].C12(CC3CC(CC(C1)C3)C2)[N+](C)(C)C (1-adamantyltrimethylammonium hydroxide), C12(CC3CC(CC(C1)C3)C2)N(C)C (1-adamantyldimethylamine), C(OC)(OC)=O (dimethyl carbonate). Procedure: The invention is a method for preparing 1-adamantyltrimethylammonium hydroxide. The method comprises reacting 1-adamantyldimethylamine with dimethyl carbonate to produce 1-adamantyltrimethylammonium methylcarbonate, which is then reacted with calcium hydroxide or magnesium hydroxide in the presence of water to produce 1-adamantyltrimethylammonium hydroxide. As a reaction SMILES: [OH-].[C:2]12([N+:12]([CH3:15])([CH3:14])[CH3:13])[CH2:11][CH:6]3[CH2:7][CH:8]([CH2:10][CH:4]([CH2:5]3)[CH2:3]1)[CH2:9]2.C12(N(C)C)CC3CC(CC(C3)C1)C2.[C:29](=[O:34])([O:32]C)[O:30][CH3:31]>>[CH3:31][O:30][C:29](=[O:32])[O-:34].[C:2]12([N+:12]([CH3:15])([CH3:14])[CH3:13])[CH2:9][CH:8]3[CH2:7][CH:6]([CH2:5][CH:4]([CH2:10]3)[CH2:3]1)[CH2:11]2 |f:0.1,4.5|. Reactants: CCO, Cl, O=[N+]([O-])c1cccc(C=Cc2ccc3ccccc3n2)c1, [Na+], [OH-]. Yields the product Nc1cccc(C=Cc2ccc3ccccc3n2)c1. RXN SMILES: [CH3:25][CH2:26][OH:27].[ClH:22].[N+:1]([O-:2])(=[O:3])[c:4]1[cH:5][c:6]([CH:7]=[CH:8][c:9]2[n:10][c:11]3[cH:12][cH:13][cH:14][cH:15][c:16]3[cH:17][cH:18]2)[cH:19][cH:20][cH:21]1.[Na+:24].[OH-:23]>>[NH2:1][c:4]1[cH:5][c:6]([CH:7]=[CH:8][c:9]2[n:10][c:11]3[cH:12][cH:13][cH:14][cH:15][c:16]3[cH:17][cH:18]2)[cH:19][cH:20][cH:21]1. Reactants: O=Cc1ccc(-c2nc3ccc(Cc4ccccc4)cc3s2)c(F)c1, CC(=O)O, CO, ClCCl, O=C(O)C1CNC1. Yields the product O=C(O)C1CN(Cc2ccc(-c3nc4ccc(Cc5ccccc5)cc4s3)c(F)c2)C1. As a reaction SMILES: [CH2:1]([c:2]1[cH:3][cH:4][cH:5][cH:6][cH:7]1)[c:8]1[cH:9][c:10]2[c:11]([n:12][c:13](-[c:15]3[c:16]([F:23])[cH:17][c:18]([CH:19]=[O:20])[cH:21][cH:22]3)[s:14]2)[cH:24][cH:25]1.[CH3:33][C:34](=[O:35])[OH:36].[CH3:37][OH:38].[Cl:39][CH2:40][Cl:41].[NH:26]1[CH2:27][CH:28]([C:30](=[O:31])[OH:32])[CH2:29]1>>[CH2:1]([c:2]1[cH:3][cH:4][cH:5][cH:6][cH:7]1)[c:8]1[cH:9][c:10]2[c:11]([n:12][c:13](-[c:15]3[c:16]([F:23])[cH:17][c:18]([CH2:19][N:26]4[CH2:27][CH:28]([C:30](=[O:31])[OH:32])[CH2:29]4)[cH:21][cH:22]3)[s:14]2)[cH:24][cH:25]1. Starting materials: C(#N)[BH3-].[Na+] (sodium cyanoborohydride), NC1=C(C2=C(CN(CC2)CC)S1)C(=O)N (2-Amino-6-ethyl-4,5,6,7-tetrahydrothieno[2,3-c]pyridine-3-carboxamide), C(C)=O (acetaldehyde), S(=O)(=O)([O-])[O-].[Mg+2] (magnesium sulfate). The reagents and catalysts are C(C)(=O)O (acetic acid). Solvent: CO (methanol), O1CCCC1 (tetrahydrofuran). Run at time 23 hour. Yields the product C(C)N1CC2=C(CC1)C(=C(S2)NCC)C(=O)N (6-Ethyl-2-(ethylamino)-4,5,6,7-tetrahydrothieno[2,3-c]pyridine-3-carboxamide). The yield is 80.4%. RXN SMILES: [NH2:1][C:2]1[S:12][C:5]2[CH2:6][N:7]([CH2:10][CH3:11])[CH2:8][CH2:9][C:4]=2[C:3]=1[C:13]([NH2:15])=[O:14].[CH:16](=O)[CH3:17].S([O-])([O-])(=O)=O.[Mg+2].C([BH3-])#N.[Na+]>C(O)(=O)C.CO.O1CCCC1>[CH2:10]([N:7]1[CH2:8][CH2:9][C:4]2[C:3]([C:13]([NH2:15])=[O:14])=[C:2]([NH:1][CH2:16][CH3:17])[S:12][C:5]=2[CH2:6]1)[CH3:11] |f:2.3,4.5|. Procedure details: To a stirred mixture of compound F4 (200 mg, 0.888 mmol), acetaldehyde (5 M in tetrahydrofuran, 0.360 mL, 1.80 mmol), acetic acid (two drops), anhydrous magnesium sulfate (200 mg) in anhydrous methanol (6 mL) and anhydrous tetrahydrofuran (3 mL) was added sodium cyanoborohydride (167 mg, 2.66 mmol) at room temperature under nitrogen. The reaction mixture was stirred for 23 h and then filtered. The filtrate was concentrated. The resulting residue was purified by flash column chromatography on sil...